This data is from the Open Reaction Database (ORD), a public repository of structured organic reaction records. The task is: describe an organic reaction: reactants, conditions, products, and yield Reactants: CCOC(C)O, COc1cc2ncc(C#N)c(Cl)c2cc1OC, Cl, Cl, Nc1ccc2[nH]ncc2c1, [Na+], [Na+], O=C([O-])[O-], O, c1ccncc1. The product is COc1cc2ncc(C#N)c(Nc3ccc4[nH]ncc4c3)c2cc1OC. Reaction SMILES: [CH2:35]([O:36][CH:37]([OH:38])[CH3:39])[CH3:40].[Cl:1][c:2]1[c:3]([C:16]#[N:17])[cH:4][n:5][c:6]2[cH:7][c:8]([O:14][CH3:15])[c:9]([O:12][CH3:13])[cH:10][c:11]12.[ClH:28].[ClH:47].[NH2:18][c:19]1[cH:20][c:21]2[cH:22][n:23][nH:24][c:25]2[cH:26][cH:27]1.[Na+:41].[Na+:42].[O-:43][C:44](=[O:45])[O-:46].[OH2:48].[n:29]1[cH:30][cH:31][cH:32][cH:33][cH:34]1>>[c:2]1([NH:18][c:19]2[cH:20][c:21]3[cH:22][n:23][nH:24][c:25]3[cH:26][cH:27]2)[c:3]([C:16]#[N:17])[cH:4][n:5][c:6]2[cH:7][c:8]([O:14][CH3:15])[c:9]([O:12][CH3:13])[cH:10][c:11]12.